Dataset: the Open Reaction Database (ORD), a public repository of structured organic reaction records. Task: describe an organic reaction: reactants, conditions, products, and yield Starting materials: ClCCl, COC(=O)c1c(OCCCCNC(=O)OC(C)(C)C)cccc1OCc1ccccc1, O=C(O)C(F)(F)F. Yields the product COC(=O)c1c(OCCCCN)cccc1OCc1ccccc1. Reaction SMILES: [CH2:32]([Cl:33])[Cl:34].[CH3:1][O:2][C:3]([c:4]1[c:5]([O:23][CH2:24][c:25]2[cH:26][cH:27][cH:28][cH:29][cH:30]2)[cH:6][cH:7][cH:8][c:9]1[O:10][CH2:11][CH2:12][CH2:13][CH2:14][NH:15][C:16]([O:17][C:18]([CH3:19])([CH3:20])[CH3:21])=[O:22])=[O:31].[F:35][C:36]([F:37])([F:38])[C:39]([OH:40])=[O:41]>>[CH3:1][O:2][C:3]([c:4]1[c:5]([O:23][CH2:24][c:25]2[cH:26][cH:27][cH:28][cH:29][cH:30]2)[cH:6][cH:7][cH:8][c:9]1[O:10][CH2:11][CH2:12][CH2:13][CH2:14][NH2:15])=[O:31]. Starting materials: N#Cc1ccc2c(Br)csc2c1, CC1CN(c2cccc3cc(C#N)ccc23)CCN1. Product: CC1CN(c2csc3cc(C#N)ccc23)CCN1. RXN SMILES: [Br:1][c:2]1[cH:3][s:4][c:5]2[c:6]1[cH:7][cH:8][c:9]([C:11]#[N:12])[cH:10]2.[C:13]([c:14]1[cH:15][c:16]2[c:17]([cH:18][cH:19]1)[c:20]([N:25]1[CH2:26][CH:27]([CH3:31])[NH:28][CH2:29][CH2:30]1)[cH:21][cH:22][cH:23]2)#[N:24]>>[c:2]1([N:25]2[CH2:26][CH:27]([CH3:31])[NH:28][CH2:29][CH2:30]2)[cH:3][s:4][c:5]2[c:6]1[cH:7][cH:8][c:9]([C:11]#[N:12])[cH:10]2. The reactants are Cc1ccccc1, CC1CCCC(C)(C)C1C=O, O, O=[N+]([O-])O. Product: CC1CCCC(C)(C)C1C(=O)O. RXN SMILES: [CH3:16][c:17]1[cH:18][cH:19][cH:20][cH:21][cH:22]1.[CH3:5][C:6]1([CH3:15])[CH:7]([CH:13]=[O:14])[CH:8]([CH3:12])[CH2:9][CH2:10][CH2:11]1.[OH2:23].[OH:1][N+:2](=[O:3])[O-:4]>>[OH:1][C:13]([CH:7]1[C:6]([CH3:5])([CH3:15])[CH2:11][CH2:10][CH2:9][CH:8]1[CH3:12])=[O:14]. The reactants are CCCCOC(=O)C1CCc2cc(C(C)(C)C)cc(C(C)(C)C)c2O1, CO, Cc1ccccc1, [Na+], [OH-]. Yields the product CC(C)(C)c1cc2c(c(C(C)(C)C)c1)OC(C(=O)O)CC2. RXN SMILES: [C:1]([CH3:2])([CH3:3])([CH3:4])[c:5]1[cH:6][c:7]2[c:12]([c:13]([C:15]([CH3:16])([CH3:17])[CH3:18])[cH:14]1)[O:11][CH:10]([C:19](=[O:20])[O:21][CH2:22][CH2:23][CH2:24][CH3:25])[CH2:9][CH2:8]2.[CH3:28][OH:29].[CH3:30][c:31]1[cH:32][cH:33][cH:34][cH:35][cH:36]1.[Na+:27].[OH-:26]>>[C:1]([CH3:2])([CH3:3])([CH3:4])[c:5]1[cH:6][c:7]2[c:12]([c:13]([C:15]([CH3:16])([CH3:17])[CH3:18])[cH:14]1)[O:11][CH:10]([C:19](=[O:20])[OH:21])[CH2:9][CH2:8]2.